From a dataset of the Open Reaction Database (ORD), a public repository of structured organic reaction records. describe an organic reaction: reactants, conditions, products, and yield The reactants are COC(=O)C=1C(=C2C=C(C(N(C2=C(N1)C=1C=NC=CC1)CC1=CC=CC=C1)=O)C)O (1-benzyl-5-hydroxy-3-methyl-2-oxo-8-pyridin-3-yl-1,2-dihydro-[1,7]naphthyridine-6-carboxylic acid methyl ester), NCC(=O)O (glycine), C[O-].[Na+] (NaOMe). The product is C(C1=CC=CC=C1)N1C(C(=CC2=C(C(=NC(=C12)C=1C=NC=CC1)C(=O)NCC(=O)O)O)C)=O ([(1-Benzyl-5-hydroxy-3-methyl-2-oxo-8-pyridin-3-yl-1,2-dihydro-[1,7]naphthyridine-6-carbonyl)-amino]-acetic acid). Yield: 66.6%. Reaction SMILES: CO[C:3]([C:5]1[C:6]([OH:30])=[C:7]2[C:12](=[C:13]([C:15]3[CH:16]=[N:17][CH:18]=[CH:19][CH:20]=3)[N:14]=1)[N:11]([CH2:21][C:22]1[CH:27]=[CH:26][CH:25]=[CH:24][CH:23]=1)[C:10](=[O:28])[C:9]([CH3:29])=[CH:8]2)=[O:4].[NH2:31][CH2:32][C:33]([OH:35])=[O:34].C[O-].[Na+]>>[CH2:21]([N:11]1[C:12]2[C:7](=[C:6]([OH:30])[C:5]([C:3]([NH:31][CH2:32][C:33]([OH:35])=[O:34])=[O:4])=[N:14][C:13]=2[C:15]2[CH:16]=[N:17][CH:18]=[CH:19][CH:20]=2)[CH:8]=[C:9]([CH3:29])[C:10]1=[O:28])[C:22]1[CH:23]=[CH:24][CH:25]=[CH:26][CH:27]=1 |f:2.3|. Procedure details: A mixture of 1-benzyl-5-hydroxy-3-methyl-2-oxo-8-pyridin-3-yl-1,2-dihydro-[1,7]naphthyridine-6-carboxylic acid methyl ester (95 mg, 0.24 mmol), glycine (2.85 g, 38 mmol) and NaOMe solution (57 mL, 28 mmol, 0.5 M in MeOH) was refluxed for 16 h. After the mixture was cooled to r.t., the solvent was evaporated in vacuo. The residue was dissolved in saturated NaHCO3 and washed with ether. The aqueous layer was acidified to pH 3 with 4 M HCl, and the resulting mixture was extracted with EtOAc. The or...